Dataset: the Open Reaction Database (ORD), a public repository of structured organic reaction records. Task: describe an organic reaction: reactants, conditions, products, and yield Starting materials: CCn1ncc2c1ncc1c(NCCCN(C)C)nc3ncnn3c12, CN, CN(C)CCCN. Yields the product CCn1ncc2c1ncc1c(NC)nc3ncnn3c12. Reaction SMILES: [CH3:10][N:11]([CH3:12])[CH2:13][CH2:34][CH2:14][NH:15][c:16]1[n:17][c:18]2[n:19]([c:20]3[c:21]1[cH:22][n:23][c:24]1[c:25]3[cH:26][n:27][n:28]1[CH2:29][CH3:30])[n:31][cH:32][n:33]2.[CH3:1][NH2:2].[CH3:3][N:4]([CH3:5])[CH2:6][CH2:7][CH2:8][NH2:9]>>[CH3:14][NH:15][c:16]1[n:17][c:18]2[n:19]([c:20]3[c:21]1[cH:22][n:23][c:24]1[c:25]3[cH:26][n:27][n:28]1[CH2:29][CH3:30])[n:31][cH:32][n:33]2. Reactants: C1(=CC=CC=C1)S(=O)(=O)OC1CCC2=NC=3C=C(C=CC3C(N21)=O)Br (6-bromo-9-oxo-1,2,3,9-tetrahydropyrrolo[2,1-b]quinazolin-1-yl benzenesulfonate), C([O-])([O-])=O.[K+].[K+] (potassium carbonate), CO (methanol). The product is BrC=1C=CC=2C(N3C(=NC2C1)CCC3COC)=O (6-bromo-1-(methoxymethyl)-2,3-dihydropyrrolo[2,1-b]quinazolin-9(1H)-one). Reaction SMILES: C1(S(O[CH:11]2[N:23]3[C:14](=[N:15][C:16]4[CH:17]=[C:18]([Br:25])[CH:19]=[CH:20][C:21]=4[C:22]3=[O:24])[CH2:13][CH2:12]2)(=O)=O)C=CC=CC=1.[C:26](=[O:29])([O-])[O-].[K+].[K+].[CH3:32]O>>[Br:25][C:18]1[CH:19]=[CH:20][C:21]2[C:22](=[O:24])[N:23]3[CH:11]([CH2:32][O:29][CH3:26])[CH2:12][CH2:13][C:14]3=[N:15][C:16]=2[CH:17]=1 |f:1.2.3|. Procedure: A solution of 6-bromo-9-oxo-1,2,3,9-tetrahydropyrrolo[2,1-b]quinazolin-1-yl benzenesulfonate (300 mg, 0.69 mmol) and potassium carbonate (290 mg, 2.1 mmol) in methanol (80 mL) was stirred at reflux for 2 h. After it was cooled to room temperature, the mixture was concentrated and purified by silica-gel chromatography to give the desired product. MS (ESI): 309, 311 (MH+). The reactants are OCC=1C(=NSC1C(F)(F)F)C1=CC=C(C#N)C=C1 (4-[4-(hydroxymethyl)-5-(trifluoromethyl)-1,2-thiazol-3-yl]benzonitrile), CC1=C(C=CC(=C1C)O)CCC(=O)OCC (ethyl 3-(2,3-dimethyl-4-hydroxyphenyl)-propanoate). The product is C(#N)C1=CC=C(C=C1)C1=NSC(=C1COC1=C(C(=C(C=C1)CCC(=O)O)C)C)C(F)(F)F (3-(4-((3-(4-cyanophenyl)-5-(trifluoromethyl)isothiazol-4-yl)methoxy)-2,3-dimethylphenyl)propanoic acid). Reaction SMILES: [OH:1][CH2:2][C:3]1[C:4]([C:12]2[CH:19]=[CH:18][C:15]([C:16]#[N:17])=[CH:14][CH:13]=2)=[N:5][S:6][C:7]=1[C:8]([F:11])([F:10])[F:9].[CH3:20][C:21]1[C:26]([CH3:27])=[C:25](O)[CH:24]=[CH:23][C:22]=1[CH2:29][CH2:30][C:31]([O:33]CC)=[O:32]>>[C:16]([C:15]1[CH:18]=[CH:19][C:12]([C:4]2[C:3]([CH2:2][O:1][C:25]3[CH:24]=[CH:23][C:22]([CH2:29][CH2:30][C:31]([OH:33])=[O:32])=[C:21]([CH3:20])[C:26]=3[CH3:27])=[C:7]([C:8]([F:11])([F:9])[F:10])[S:6][N:5]=2)=[CH:13][CH:14]=1)#[N:17]. Procedure: The title compound was prepared according to the procedure described in Example 1 starting from 4-[4-(hydroxymethyl)-5-(trifluoromethyl)-1,2-thiazol-3-yl]benzonitrile, following Steps 4-6 and coupling with ethyl 3-(2,3-dimethyl-4-hydroxyphenyl)-propanoate. Upon hydrolysis, compound 264 was afforded as an off-white solid. 1H NMR (400 MHz, CDCl3) δ: 7.85 (d, J=8.4 Hz, 2H), 7.73 (d, J=8.4 Hz, 2H), 6.99 (d, J=8.6 Hz, 1H), 6.67 (d, J=8.6 Hz, 1H), 5.01 (s, 2H), 2.96 (t, J=7.8 Hz, 2H), 2.62 (t, J=7.8 H... The reactants are CC(=O)O, O=C(OCC(Cl)(Cl)Cl)C1C2CCN1CC(=NN(c1ccccc1)c1ccccc1)C2, [Zn]. As a reaction SMILES: [CH3:31][C:32](=[O:33])[OH:34].[Cl:1][C:2]([Cl:3])([Cl:4])[CH2:5][O:6][C:29]([CH:7]1[N:8]2[CH2:9][C:10](=[N:15][N:16]([c:17]3[cH:18][cH:19][cH:20][cH:21][cH:22]3)[c:23]3[cH:24][cH:25][cH:26][cH:27][cH:28]3)[CH2:11][CH:12]1[CH2:13][CH2:14]2)=[O:30].[Zn:35]>>[CH2:7]1[N:8]2[CH2:9][C:10](=[N:15][N:16]([c:17]3[cH:18][cH:19][cH:20][cH:21][cH:22]3)[c:23]3[cH:24][cH:25][cH:26][cH:27][cH:28]3)[CH2:11][CH:12]1[CH2:13][CH2:14]2. Product: c1ccc(N(N=C2CC3CCN(C2)C3)c2ccccc2)cc1. Starting materials: C1(=CC=CC=C1)C1(C=CC(CC1)=O)C1=CC=CC=C1 (4,4-diphenylcyclohex-2-enone), CC(C)([O-])C.[K+] (potassium tert-butoxide), Cl (hydrochloric acid), N(=O)OC(C)(C)C (tert-butyl nitrite). Run in C(C)(C)(C)O (tert-butanol), C(C)(C)(C)O (tert-butanol), C(C)OCC (diethyl ether). Run at temperature 30 celsius, time 15 minute. Yields the product C1(=CC=CC=C1)C1(C=CC(C(C1)=NO)=O)C1=CC=CC=C1 (5,5-diphenylcyclohex-3-ene-1,2-dione 1-oxime). Reaction SMILES: [C:1]1([C:7]2([C:14]3[CH:19]=[CH:18][CH:17]=[CH:16][CH:15]=3)[CH2:12][CH2:11][C:10](=[O:13])[CH:9]=[CH:8]2)[CH:6]=[CH:5][CH:4]=[CH:3][CH:2]=1.CC(C)([O-])C.[K+].[N:26](OC(C)(C)C)=[O:27].Cl>C(O)(C)(C)C.C(OCC)C>[C:1]1([C:7]2([C:14]3[CH:19]=[CH:18][CH:17]=[CH:16][CH:15]=3)[CH2:12][C:11](=[N:26][OH:27])[C:10](=[O:13])[CH:9]=[CH:8]2)[CH:2]=[CH:3][CH:4]=[CH:5][CH:6]=1 |f:1.2|. Procedure: A solution of 10.1 g of 4,4-diphenylcyclohex-2-enone in 60 cm3 of tert-butanol is added to a solution of 6.5 g of potassium tert-butoxide in 50 cm3 of tert-butanol at a temperature in the region of 30° C. After stirring for about 15 minutes at a temperature in the region of 30° C., this solution is added dropwise to 14 cm3 of tert-butyl nitrite. The reaction mixture is stirred at a temperature in the region of 20° C. for 2 hours. 100 cm3 of aqueous 3 M hydrochloric acid solution and 100 cm3 of d... Reactants: ClC1=CC=C(C=C1)C1(N=C(N(C1(C)C1=CC=C(C=C1)Cl)C(=O)Cl)C1=C(C=C(C=C1)C(F)(F)F)OCC)C (rac-(4S*,5R*)-4,5-bis-(4-chloro-phenyl)-2-(2-ethoxy-4-trifluoromethyl-phenyl)-4,5-dimethyl-4,5-dihydro-imidazole-1-carbonyl chloride), CN1CCN(CC1)C1CCNCC1 (1-methyl-4-piperidin-4-yl-piperazine). Product: ClC1=CC=C(C=C1)[C@@]1(N=C(N([C@]1(C)C1=CC=C(C=C1)Cl)C(=O)N1CCC(CC1)N1CCN(CC1)C)C1=C(C=C(C=C1)C(F)(F)F)OCC)C (rac-[(4S*,5R*)-4,5-Bis-(4-chloro-phenyl)-2-(2-ethoxy-4-trifluoromethyl-phenyl)-4,5-dimethyl-4,5-dihydro-imidazol-1-yl]-[4-(4-methyl-piperazin-1-yl)-piperidin-1-yl]-methanone). RXN SMILES: [Cl:1][C:2]1[CH:7]=[CH:6][C:5]([C:8]2([CH3:37])[C:12]([C:14]3[CH:19]=[CH:18][C:17]([Cl:20])=[CH:16][CH:15]=3)([CH3:13])[N:11]([C:21](Cl)=[O:22])[C:10]([C:24]3[CH:29]=[CH:28][C:27]([C:30]([F:33])([F:32])[F:31])=[CH:26][C:25]=3[O:34][CH2:35][CH3:36])=[N:9]2)=[CH:4][CH:3]=1.[CH3:38][N:39]1[CH2:44][CH2:43][N:42]([CH:45]2[CH2:50][CH2:49][NH:48][CH2:47][CH2:46]2)[CH2:41][CH2:40]1>>[Cl:1][C:2]1[CH:3]=[CH:4][C:5]([C@@:8]2([CH3:37])[C@:12]([C:14]3[CH:19]=[CH:18][C:17]([Cl:20])=[CH:16][CH:15]=3)([CH3:13])[N:11]([C:21]([N:48]3[CH2:47][CH2:46][CH:45]([N:42]4[CH2:41][CH2:40][N:39]([CH3:38])[CH2:44][CH2:43]4)[CH2:50][CH2:49]3)=[O:22])[C:10]([C:24]3[CH:29]=[CH:28][C:27]([C:30]([F:33])([F:31])[F:32])=[CH:26][C:25]=3[O:34][CH2:35][CH3:36])=[N:9]2)=[CH:6][CH:7]=1. Procedure details: In a manner analogous to the method described in example 5, rac-(4S*,5R*)-4,5-bis-(4-chloro-phenyl)-2-(2-ethoxy-4-trifluoromethyl-phenyl)-4,5-dimethyl-4,5-dihydro-imidazole-1-carbonyl chloride was reacted with 1-methyl-4-piperidin-4-yl-piperazine (Oakwood Products) to give the title compound. HR-MS (ES, m/z) calculated for C37H43N5O2F3Cl2 [(M+H)+] 716.2741, observed 716.2746. Reactants: C([O-])(O)=O.[Na+] (sodium bicarbonate), N1=CC=CC=C1 (Pyridine), O(S(=O)(=O)C(F)(F)F)[Si](C)(C)C (trimethylsilyl triflate), C(C)C(C#CC1=C(C=C(C=C1)C(CC)(C1=CC(=C(C=C1)B1OC(C(O1)(C)C)(C)C)C)CC)C)(CC)O (3-ethyl-1-(4-{1-ethyl-1-[3-methyl-4-(4,4,5,5-tetramethyl-[1,3,2]dioxaborolan-2-yl)-phenyl]-propyl}-2-methyl-phenyl)-1-pentyn-3-ol). The solvent is ClCCl (dichloromethane). Reaction conditions: time 1 hour. The product is C(C)C(CC)(C1=CC(=C(C=C1)C#CC(CC)(O[Si](C)(C)C)CC)C)C1=CC(=C(C=C1)B1OC(C(O1)(C)C)(C)C)C (2-(4-{1-ethyl-1-[4-(3-ethyl-3-trimethylsilanyloxy-1-pentynyl)-3-methyl-phenyl]-propyl}-2-methyl-phenyl)-4,4,5,5-tetramethyl-[1,3,2]dioxaborolane). Isolated yield 78.7%. As a reaction SMILES: N1C=CC=CC=1.[O:7]([Si:15]([CH3:18])([CH3:17])[CH3:16])S(C(F)(F)F)(=O)=O.[CH2:19]([C:21](O)([CH2:52][CH3:53])[C:22]#[C:23][C:24]1[CH:29]=[CH:28][C:27]([C:30]([CH2:49][CH3:50])([C:33]2[CH:38]=[CH:37][C:36]([B:39]3[O:43][C:42]([CH3:45])([CH3:44])[C:41]([CH3:47])([CH3:46])[O:40]3)=[C:35]([CH3:48])[CH:34]=2)[CH2:31][CH3:32])=[CH:26][C:25]=1[CH3:51])[CH3:20].C(=O)(O)[O-].[Na+]>ClCCl>[CH2:31]([C:30]([C:33]1[CH:38]=[CH:37][C:36]([B:39]2[O:40][C:41]([CH3:46])([CH3:47])[C:42]([CH3:45])([CH3:44])[O:43]2)=[C:35]([CH3:48])[CH:34]=1)([C:27]1[CH:28]=[CH:29][C:24]([C:23]#[C:22][C:21]([CH2:19][CH3:20])([O:7][Si:15]([CH3:18])([CH3:17])[CH3:16])[CH2:52][CH3:53])=[C:25]([CH3:51])[CH:26]=1)[CH2:49][CH3:50])[CH3:32] |f:3.4|. Procedure details: Pyridine (0.116 mL, 1.432 mmol) and trimethylsilyl triflate (0.129 mL, 0.716 mmol) were added to a solution of 3-ethyl-1-(4-{1-ethyl-1-[3-methyl-4-(4,4,5,5-tetramethyl-[1,3,2]dioxaborolan-2-yl)-phenyl]-propyl}-2-methyl-phenyl)-1-pentyn-3-ol (Example 125-(2); 175 mg, 0.358 mmol) in dichloromethane (5 mL) at 0° C., and the mixture was stirred for one hour. The reaction mixture was then poured into a saturated aqueous sodium bicarbonate solution, followed by extraction with dichloromethane. The org...